From a dataset of the Open Reaction Database (ORD), a public repository of structured organic reaction records. describe an organic reaction: reactants, conditions, products, and yield The reactants are [K+], O=N[O-], CC(O)C(N)C(=O)OCC(NC(=O)C(F)(F)F)C(=O)O, O=C(O)CCl. Yields the product CC(O)C(=[N+]=[N-])C(=O)OCC(NC(=O)C(F)(F)F)C(=O)O. RXN SMILES: [K+:29].[N:26]([O-:27])=[O:28].[NH2:1][CH:2]([CH:3]([OH:4])[CH3:5])[C:6](=[O:7])[O:8][CH2:9][CH:10]([NH:11][C:12]([C:13]([F:14])([F:15])[F:16])=[O:17])[C:18](=[O:19])[OH:20].[OH:21][C:22]([CH2:23][Cl:24])=[O:25]>>[N+:1](=[C:2]([CH:3]([OH:4])[CH3:5])[C:6](=[O:7])[O:8][CH2:9][CH:10]([NH:11][C:12]([C:13]([F:14])([F:15])[F:16])=[O:17])[C:18](=[O:19])[OH:20])=[N-:26]. Starting materials: [N+](=O)([O-])C1=CC(=C(C=C1)O)OC (4-nitro-2-methoxyphenol), BrCC(=O)OCC (ethyl bromoacetate), C([O-])([O-])=O.[K+].[K+] (potassium carbonate). Solvent: C(C)#N (acetonitrile). Product: [N+](=O)([O-])C1=CC(=C(OCC(=O)OCC)C=C1)OC (ethyl 4-nitro-2-methoxyphenoxyacetate). Yield: 95.2%. Reaction SMILES: [N+:1]([C:4]1[CH:9]=[CH:8][C:7]([OH:10])=[C:6]([O:11][CH3:12])[CH:5]=1)([O-:3])=[O:2].Br[CH2:14][C:15]([O:17][CH2:18][CH3:19])=[O:16].C(=O)([O-])[O-].[K+].[K+]>C(#N)C>[N+:1]([C:4]1[CH:9]=[CH:8][C:7]([O:10][CH2:14][C:15]([O:17][CH2:18][CH3:19])=[O:16])=[C:6]([O:11][CH3:12])[CH:5]=1)([O-:3])=[O:2] |f:2.3.4|. Procedure details: The product was prepared by the alkylation of 4-nitro-2-methoxyphenol (10.0 g, 0.059 mol) with ethyl bromoacetate (10.0 g, 0.06 mol) in acetonitrile (50 mL) in the presence of potassium carbonate (8.0 g) to afford 14.33 g (95%) of ethyl 4-nitro-2-methoxyphenoxyacetate as a yellow solid, m.p. 87°-88° C., after recrystallization from tert-butylmethyl ether; hydrogenation of the latter (13.08 g, 0.051 mol) in THF (125 mL)/ethanol (125 mL) in the presence of 10% Pd/C (1.0 g) to afford 11.5 g (100%) ... As a reaction SMILES: CS(O[CH2:6][C:7]1[O:8][CH:9]=[C:10]([O:14][CH2:15][CH2:16][CH2:17][CH2:18][CH2:19][O:20][C:21]2[C:30]3[C:25](=[C:26]([C:31]([F:34])([F:33])[F:32])[CH:27]=[CH:28][CH:29]=3)[N:24]=[CH:23][CH:22]=2)[C:11](=[O:13])[CH:12]=1)(=O)=O.[CH3:35][N:36]1[CH2:41][CH2:40][NH:39][CH2:38][CH2:37]1>ClCCl>[F:34][C:31]([F:33])([F:32])[C:26]1[CH:27]=[CH:28][CH:29]=[C:30]2[C:25]=1[N:24]=[CH:23][CH:22]=[C:21]2[O:20][CH2:19][CH2:18][CH2:17][CH2:16][CH2:15][O:14][C:10]1[C:11](=[O:13])[CH:12]=[C:7]([CH2:6][N:39]2[CH2:40][CH2:41][N:36]([CH3:35])[CH2:37][CH2:38]2)[O:8][CH:9]=1. Solvent: ClCCl (dichloromethane), C(Cl)Cl (CH2Cl2). The reactants are CS(=O)(=O)OCC=1OC=C(C(C1)=O)OCCCCCOC1=CC=NC2=C(C=CC=C12)C(F)(F)F ((5-(5-(8-(Trifluoromethyl)quinolin-4-yloxy)pentyloxy)-4-oxo-4H-pyran-2-yl)methyl methanesulfonate), CN1CCNCC1 (1-Methyl-piperazine). Yields the product FC(C=1C=CC=C2C(=CC=NC12)OCCCCCOC=1C(C=C(OC1)CN1CCN(CC1)C)=O)(F)F (5-(5-(8-(Trifluoromethyl)quinolin-4-yloxy)pentyloxy)-2-((4-methylpiperazin-1-yl)methyl)-4H-pyran-4-one). Reported procedure: Methanesulfonic acid 4-oxo-5-[5-(8-trifluoromethyl-quinolin-4-yloxy)-pentyloxy]-4H-pyran-2-ylmethyl ester 19 (94 mg, 0.187 mmol) was dissolved in dichloromethane (5 mL). 1-Methyl-piperazine (52 μL, 0.47 mmol) was added via syringe. The mixture was stirred at 45° C. for 1 h. CH2Cl2 (75 ml) was added and the solution washed with NaHCO3 10% (3×50 mL) and brine (3×50 mL). The organic layer was dried over MgSO4, filtered and evaporated. The crude product was purified by column chromatography on silic... Reaction conditions: temperature 45 celsius, time 1 hour. Isolated yield 15.0%. The reactants are FC(C(=O)O)(F)F (Trifluoroacetic acid), CC1=NC=CC(=C1)C(C[C@@H](C1=C(C=CC=C1)C)C1=CC=C(C=C1)C1CN(C1)C(=O)OC(C)(C)C)=O ((R)-tert-butyl 3-(4-(3-(2-methylpyridin-4-yl)-3-oxo-1-o-tolylpropyl)phenyl)azetidine-1-carboxylate). The solvent is ClCCl (dichloromethane). Yields the product N1CC(C1)C1=CC=C(C=C1)[C@@H](CC(=O)C1=CC(=NC=C1)C)C1=C(C=CC=C1)C ((R)-3-(4-(Azetidin-3-yl)phenyl)-1-(2-methylpyridin-4-yl)-3-o-tolylpropan-1-one). Isolated yield 115.9%. Reaction SMILES: FC(F)(F)C(O)=O.[CH3:8][C:9]1[CH:14]=[C:13]([C:15](=[O:42])[CH2:16][C@H:17]([C:25]2[CH:30]=[CH:29][C:28]([CH:31]3[CH2:34][N:33](C(OC(C)(C)C)=O)[CH2:32]3)=[CH:27][CH:26]=2)[C:18]2[CH:23]=[CH:22][CH:21]=[CH:20][C:19]=2[CH3:24])[CH:12]=[CH:11][N:10]=1>ClCCl>[NH:33]1[CH2:34][CH:31]([C:28]2[CH:29]=[CH:30][C:25]([C@H:17]([C:18]3[CH:23]=[CH:22][CH:21]=[CH:20][C:19]=3[CH3:24])[CH2:16][C:15]([C:13]3[CH:12]=[CH:11][N:10]=[C:9]([CH3:8])[CH:14]=3)=[O:42])=[CH:26][CH:27]=2)[CH2:32]1. Procedure details: Trifluoroacetic acid (1.37 g, 927 μl, 12.0 mmol) was added at 0° C. to a solution of (R)-tert-butyl 3-(4-(3-(2-methylpyridin-4-yl)-3-oxo-1-o-tolylpropyl)phenyl)azetidine-1-carboxylate (283 mg, 601 μmol, Eq: 1.00) in dichloromethane (2 mL). The ice bath was removed, then after 2 h the reaction mixture was partitioned between sat. aq. sodium hydrogencarbonate solution and dichloromethane. The organic layer was washed with brine, dried over sodium sulfate, filtered, and evaporated to afford the tit... Reactants: ClC1=C(C=C(C=C1)C(O)C1=CC(=C(C=C1)N1C(=CC=C1C)C)F)S(=O)(=O)N (2-chloro-5-((4-(2,5-dimethyl-pyrrol-1-yl)-3-fluoro-phenyl)-hydroxy-methyl)-benzenesulfonamide), 100, ClC1=C(C=C(C=C1)C(O)C1=CC(=C(C=C1)N1C(=CC=C1C)C)F)S(=O)(=O)N (2-chloro-5-((4-(2,5-dimethyl-pyrrol-1-yl)-3-fluoro-phenyl)-hydroxy-methyl)-benzenesulfonamide), C[N+]1(CCOCC1)[O-] (4-methylnnorpholine N-oxide), aryl bromide. The reagents and catalysts are [Ru](=O)(=O)(=O)[O-].C(CC)[N+](CCC)(CCC)CCC (tetrapropylammonium perruthenate). Solvent: ClCCl (dichloromethane). Reaction conditions: time 1 hour. The product is ClC1=C(C=C(C=C1)C(C1=CC(=C(C=C1)N1C(=CC=C1C)C)F)=O)S(=O)(=O)N (2-Chloro-5-[4-(2,5-dimethyl-pyrrol-1-yl)-3-fluoro-benzoyl]-benzenesulfonamide). Reaction SMILES: [Cl:1][C:2]1[CH:7]=[CH:6][C:5]([CH:8]([C:10]2[CH:15]=[CH:14][C:13]([N:16]3[C:20]([CH3:21])=[CH:19][CH:18]=[C:17]3[CH3:22])=[C:12]([F:23])[CH:11]=2)[OH:9])=[CH:4][C:3]=1[S:24]([NH2:27])(=[O:26])=[O:25].C[N+]1([O-])CCOCC1>ClCCl.[Ru]([O-])(=O)(=O)=O.C([N+](CCC)(CCC)CCC)CC>[Cl:1][C:2]1[CH:7]=[CH:6][C:5]([C:8](=[O:9])[C:10]2[CH:15]=[CH:14][C:13]([N:16]3[C:20]([CH3:21])=[CH:19][CH:18]=[C:17]3[CH3:22])=[C:12]([F:23])[CH:11]=2)=[CH:4][C:3]=1[S:24]([NH2:27])(=[O:26])=[O:25] |f:3.4|. Procedure details: Following method B, 2-chloro-5-((4-(2,5-dimethyl-pyrrol-1-yl)-3-fluoro-phenyl)-hydroxy-methyl)-benzenesulfonamide is synthesized from the corresponding aryl bromide. In the next step, a solution of 100 ring of 2-chloro-5-((4-(2,5-dimethyl-pyrrol-1-yl)-3-fluoro-phenyl)-hydroxy-methyl)-benzenesulfonamide (0.24 mmol, 1 equivalent), 43 mg of 4-methylnnorpholine N-oxide, and 122 mg of 4 Å molecular sieves in 5 mL of dichloromethane is stirred at room temperature as 5 mg of tetrapropylammonium perruth... RXN SMILES: Cl.[NH2:2][C:3]1[CH:20]=[C:19]([O:21][CH3:22])[C:18]([O:23][CH3:24])=[CH:17][C:4]=1[C:5]([C:7]1[CH:12]=[CH:11][C:10]([O:13][CH3:14])=[C:9]([O:15][CH3:16])[CH:8]=1)=O.[C:25]([CH2:33][C:34](=O)[CH3:35])(=[O:32])[C:26]1[CH:31]=[CH:30][CH:29]=[CH:28][CH:27]=1>C(O)C>[C:25]([C:33]1[C:34]([CH3:35])=[N:2][C:3]2[C:4]([C:5]=1[C:7]1[CH:12]=[CH:11][C:10]([O:13][CH3:14])=[C:9]([O:15][CH3:16])[CH:8]=1)=[CH:17][C:18]([O:23][CH3:24])=[C:19]([O:21][CH3:22])[CH:20]=2)(=[O:32])[C:26]1[CH:31]=[CH:30][CH:29]=[CH:28][CH:27]=1 |f:0.1|. Product: C(C1=CC=CC=C1)(=O)C=1C(=NC2=CC(=C(C=C2C1C1=CC(=C(C=C1)OC)OC)OC)OC)C (3-benzoyl-4-(3,4-dimethoxyphenyl)-6,7-dimethoxy-2-methylquinoline). Solvent: C(C)O (ethanol). Yield: 69.8%. Reactants: Cl.NC1=C(C(=O)C2=CC(=C(C=C2)OC)OC)C=C(C(=C1)OC)OC (2-amino-4,5,3',4'-tetramethoxy-benzophenone hydrochloride), C(C1=CC=CC=C1)(=O)CC(C)=O (benzoylacetone). Procedure: A mixture of 2-amino-4,5,3',4'-tetramethoxy-benzophenone hydrochloride (2.0 g), benzoylacetone (0.917 g) and ethanol (35 ml) was stirred under reflux for 1 hour. The reaction mixture was concentrated under reduced pressure. The residue was poured into a saturated aqueous solution of sodium bicarbonate, and the mixture was extracted with chloroform. The chloroform layer was washed with water, dried over magnesium sulfate, and the solvent was evaporated under reduced pressure. The residue was subj... Reactants: C1CCOC1, [Li]CCCC, Cc1noc(NS(=O)(=O)c2ccccn2)c1C, O=C=Nc1ccccc1. Yields the product Cc1noc(NS(=O)(=O)c2ncccc2C(=O)Nc2ccccc2)c1C. RXN SMILES: [CH2:32]1[O:33][CH2:34][CH2:35][CH2:36]1.[CH3:1][CH2:2][CH2:3][CH2:4][Li:5].[CH3:6][c:7]1[n:8][o:9][c:10]([NH:13][S:14](=[O:15])(=[O:16])[c:17]2[n:18][cH:19][cH:20][cH:21][cH:22]2)[c:11]1[CH3:12].[c:23]1([N:29]=[C:30]=[O:31])[cH:24][cH:25][cH:26][cH:27][cH:28]1>>[CH3:6][c:7]1[n:8][o:9][c:10]([NH:13][S:14](=[O:15])(=[O:16])[c:17]2[n:18][cH:19][cH:20][cH:21][c:22]2[C:30]([NH:29][c:23]2[cH:24][cH:25][cH:26][cH:27][cH:28]2)=[O:31])[c:11]1[CH3:12].